Dataset: the Open Reaction Database (ORD), a public repository of structured organic reaction records. Task: describe an organic reaction: reactants, conditions, products, and yield Reactants: [Al+3], CC(C)(C)OC(=O)N1CCC(O)(CN)CC1, O=C([O-])C(O)C(O)C(=O)[O-], [H-], [H-], [H-], [H-], [K+], [Li+], [Na+], C1CCOC1, O, O, O, O. The product is CN1CCC(O)(CN)CC1. As a reaction SMILES: [Al+3:18].[C:1]([O:2][C:6](=[O:3])[N:8]1[CH2:9][CH2:10][C:11]([OH:14])([CH2:15][NH2:16])[CH2:12][CH2:13]1)([CH3:4])([CH3:5])[CH3:7].[C:27]([CH:28]([CH:29]([C:30]([O-:31])=[O:32])[OH:33])[OH:34])([O-:35])=[O:36].[H-:17].[H-:20].[H-:21].[H-:22].[K+:38].[Li+:19].[Na+:37].[O:39]1[CH2:40][CH2:41][CH2:42][CH2:43]1.[OH2:23].[OH2:24].[OH2:25].[OH2:26]>>[CH3:6][N:8]1[CH2:9][CH2:10][C:11]([OH:14])([CH2:15][NH2:16])[CH2:12][CH2:13]1. Starting materials: Cl.S1C2=C(C=C1)C(CCC2)N (4,5,6,7-tetrahydrobenzo[b]thiophen-4-amine hydrochloride), C1(CCCCC1)N=C=O (cyclohexyl isocyanate). Solvent: O1CCCC1 (tetrahydrofuran). The product is C1(CCCCC1)NC(=O)NC1CCCC=2SC=CC21 (1-cyclohexyl-3-(4,5,6,7-tetrahydrobenzo[b]thien-4-yl)urea). Reaction SMILES: Cl.[S:2]1[CH:6]=[CH:5][C:4]2[CH:7]([NH2:11])[CH2:8][CH2:9][CH2:10][C:3]1=2.[CH:12]1([N:18]=[C:19]=[O:20])[CH2:17][CH2:16][CH2:15][CH2:14][CH2:13]1>O1CCCC1>[CH:12]1([NH:18][C:19]([NH:11][CH:7]2[C:4]3[CH:5]=[CH:6][S:2][C:3]=3[CH2:10][CH2:9][CH2:8]2)=[O:20])[CH2:17][CH2:16][CH2:15][CH2:14][CH2:13]1 |f:0.1|. Procedure details: In a similar manner, as described in Example 1, 4,5,6,7-tetrahydrobenzo[b]thiophen-4-amine hydrochloride is allowed to react with cyclohexyl isocyanate in dry tetrahydrofuran to afford 7 grams of 1-cyclohexyl-3-(4,5,6,7-tetrahydrobenzo[b]thien-4-yl)urea, melting point 222° C. to 225° C. The reagents and catalysts are dppf. Conditions: temperature 110 celsius, time 24 hour. Yields the product Cc1cc(C=O)ccc1c2ccccc2. Reactants: COc2nc(OC)nc(Oc1ccc(C=O)cc1C)n2 (substrate), OB(O)c1ccccc1 (effective_coupling_partner). The reactants are [H-].[Na+] (sodium hydride), BrC=1N=CC(=NC1)O (5-Bromopyrazin-2-ol), BrCCO[Si](C)(C)C(C)(C)C ((2-bromoethoxy)(tert-butyl)dimethylsilane). The solvent is CN(C)C=O (DMF), CN(C)C=O (DMF). Reaction conditions: time 15 minute. The product is BrC=1N=CC(N(C1)CCO[Si](C)(C)C(C)(C)C)=O (5-Bromo-1-(2-(tert-butyldimethylsilyloxy)ethyl)pyrazin-2(1H)-one). RXN SMILES: [Br:1][C:2]1[N:3]=[CH:4][C:5]([OH:8])=[N:6][CH:7]=1.[H-].[Na+].Br[CH2:12][CH2:13][O:14][Si:15]([C:18]([CH3:21])([CH3:20])[CH3:19])([CH3:17])[CH3:16]>CN(C=O)C>[Br:1][C:2]1[N:3]=[CH:4][C:5](=[O:8])[N:6]([CH2:12][CH2:13][O:14][Si:15]([C:18]([CH3:21])([CH3:20])[CH3:19])([CH3:17])[CH3:16])[CH:7]=1 |f:1.2|. Procedure details: 5-Bromopyrazin-2-ol (1.209 g, 6.91 mmol) was dissolved in DMF (10.0 mL) and sodium hydride (60% in mineral, 530 mg, 13.25 mmol) was added. The reaction flask was put in a water bath and stirred under argon for 15 minutes, and then (2-bromoethoxy)(tert-butyl)dimethylsilane (1.69 mL, 7.93 mmol) was added as a solution in DMF (4.7 mL total volume), followed by a ˜0.5 mL rinse with DMF. The reaction was stirred under argon at room temperature for 2 days. It was then quenched with water (50 mL) and e... The reactants are ClC1=CC=C2C(=C1)NC(C21C(NC(CC1C1=CC(=CC=C1)Cl)=O)C1=C(C=CC(=C1)I)[N+](=O)[O-])=O (racemic (2′R,3R,4′S)-6-chloro-4′-(3-chlorophenyl)-2′-(5-iodo-2-nitrophenyl)spiro[3H-indole-3,3′-piperidine]-2,6′(1H)-dione), [NH4+].[Cl-] (NH4Cl). Reagents/catalysts: [Zn] (Zn). Run in CO (methanol). Conditions: time 1 hour. The product is NC1=C(C=C(C=C1)I)C1NC(CC(C12C(NC1=CC(=CC=C12)Cl)=O)C1=CC(=CC=C1)Cl)=O (racemic (2′R,3R,4′S)-2′-(2-amino-5-iodophenyl)-6-chloro-4′-(3-chlorophenyl)spiro[3H-indole-3,3′-piperidine]-2,6′(1H)-dione). The yield is 61.7%. As a reaction SMILES: [Cl:1][C:2]1[CH:7]=[C:6]2[NH:8][C:9](=[O:34])[C:10]3([CH:15]([C:16]4[CH:21]=[CH:20][CH:19]=[C:18]([Cl:22])[CH:17]=4)[CH2:14][C:13](=[O:23])[NH:12][CH:11]3[C:24]3[CH:29]=[C:28]([I:30])[CH:27]=[CH:26][C:25]=3[N+:31]([O-])=O)[C:5]2=[CH:4][CH:3]=1.[NH4+].[Cl-]>CO.[Zn]>[NH2:31][C:25]1[CH:26]=[CH:27][C:28]([I:30])=[CH:29][C:24]=1[CH:11]1[C:10]2([C:5]3[C:6](=[CH:7][C:2]([Cl:1])=[CH:3][CH:4]=3)[NH:8][C:9]2=[O:34])[CH:15]([C:16]2[CH:21]=[CH:20][CH:19]=[C:18]([Cl:22])[CH:17]=2)[CH2:14][C:13](=[O:23])[NH:12]1 |f:1.2|. Reported procedure: To a suspension of racemic (2′R,3R,4′S)-6-chloro-4′-(3-chlorophenyl)-2′-(5-iodo-2-nitrophenyl)spiro[3H-indole-3,3′-piperidine]-2,6′(1H)-dione prepared in Example 201c (0.7 g, 1.15 mmol) in methanol (50 ml) was added aqueous NH4Cl solution (0.61 g, 11.5 mmol, 20 mL), followed by addition of Zn powder (0.75 g, 11.5 mmol). The reaction mixture was stirred at room temperature for 1 h, then filtered throught a short pad of celite. The filtrate was concentrated, extracted with ethyl acetate and dichlo... Starting materials: C(C)(C)(C)OC(=O)N1CCC(CC1)N(C1(CC1)C1CNCC1)C (4-[methyl-(1-pyrrolidin-3-yl-cyclopropyl)-amino]-piperidine-1-carboxylic acid tert-butyl ester), C1(CC1)N1C=C(C(C2=CC(=C(C(=C12)OC)F)F)=O)C(=O)O (1-cyclopropyl-6,7-difluoro-8-methoxy-4-oxo-1,4-dihydro-quinoline-3-carboxylic acid), C1CCC2=NCCCN2CC1 (DBU). The solvent is C(C)#N (acetonitrile). Reaction conditions: temperature 75 celsius. Yields the product C(C)(C)(C)OC(=O)N1CCC(CC1)N(C1(CC1)C1CN(CC1)C1=C(C=C2C(C(=CN(C2=C1OC)C1CC1)C(=O)O)=O)F)C (7-(3-{1-[(1-tert-Butoxycarbonyl-piperidin-4-yl)-methyl-amino]-cyclopropyl}-pyrrolidin-1-yl)-1-cyclopropyl-6-fluoro-8-methoxy-4-oxo-1,4-dihydro-quinoline-3-carboxylic acid). The yield is 55.0%. RXN SMILES: [C:1]([O:5][C:6]([N:8]1[CH2:13][CH2:12][CH:11]([N:14]([CH3:23])[C:15]2([CH:18]3[CH2:22][CH2:21][NH:20][CH2:19]3)[CH2:17][CH2:16]2)[CH2:10][CH2:9]1)=[O:7])([CH3:4])([CH3:3])[CH3:2].[CH:24]1([N:27]2[C:36]3[C:31](=[CH:32][C:33]([F:40])=[C:34](F)[C:35]=3[O:37][CH3:38])[C:30](=[O:41])[C:29]([C:42]([OH:44])=[O:43])=[CH:28]2)[CH2:26][CH2:25]1.C1CCN2C(=NCCC2)CC1>C(#N)C>[C:1]([O:5][C:6]([N:8]1[CH2:13][CH2:12][CH:11]([N:14]([CH3:23])[C:15]2([CH:18]3[CH2:22][CH2:21][N:20]([C:34]4[C:35]([O:37][CH3:38])=[C:36]5[C:31]([C:30](=[O:41])[C:29]([C:42]([OH:44])=[O:43])=[CH:28][N:27]5[CH:24]5[CH2:26][CH2:25]5)=[CH:32][C:33]=4[F:40])[CH2:19]3)[CH2:16][CH2:17]2)[CH2:10][CH2:9]1)=[O:7])([CH3:4])([CH3:3])[CH3:2]. Procedure details: A solution of 4-[methyl-(1-pyrrolidin-3-yl-cyclopropyl)-amino]-piperidine-1-carboxylic acid tert-butyl ester (100 mg, 0.31 mmol) in acetonitrile (30.0 mL) was added 1-cyclopropyl-6,7-difluoro-8-methoxy-4-oxo-1,4-dihydro-quinoline-3-carboxylic acid (98 mg, 0.33 mmol) and DBU (0.23 mL, 1.53 mmol). The suspension was heated to 75° C. overnight. The reaction mixture was partitioned between ethyl acetate and 5% citric acid. The separated organic layer was washed with brine, dried over sodium sulfate ... Reactants: C[S-], CS(C)=O, CCOC(C)=O, Cl, O=C(O)c1ccc(F)nc1, [Na+]. Product: CSc1ccc(C(=O)O)cn1. RXN SMILES: [CH3:11][S-:12].[CH3:15][S:16]([CH3:17])=[O:18].[CH3:19][CH2:20][O:21][C:22](=[O:23])[CH3:24].[ClH:14].[F:1][c:2]1[n:3][cH:4][c:5]([C:6](=[O:7])[OH:8])[cH:9][cH:10]1.[Na+:13]>>[c:2]1([S:12][CH3:11])[n:3][cH:4][c:5]([C:6](=[O:7])[OH:8])[cH:9][cH:10]1. Starting materials: CN1CCOCC1 (N-methylmorpholine), CS(=O)(=O)NC1=CC2=C(NC(=CS2(=O)=O)CC(=O)O)C=C1 ((7-Methanesulfonylamino-1,1-dioxo-1,4-dihydro-1λ6-benzo[1,4]thiazin-3-yl)-acetic acid), C(C=C)OC(=O)C=1N(C=CC1)NCCC(C)C (1-(3-Methyl-butylamino)-1H-pyrrole-2-carboxylic acid allyl ester), Cl.CN(CCCN=C=NCC)C (1-(3-dimethylaminopropyl)-3-ethylcarbodiimide hydrochloride), Cl (hydrochloric acid). Solvent: CN(C=O)C (N,N-dimethylformamide). Conditions: temperature 25 celsius, time 4 hour. Yields the product C(C=C)OC(=O)C=1N(C=CC1)N(CCC(C)C)C(CC1=CS(C2=C(N1)C=CC(=C2)NS(=O)(=O)C)(=O)=O)=O (1-[[2-(7-methanesulfonylamino-1,1-dioxo-1,4-dihydro-1λ6-benzo[1,4]thiazin-3-yl)-acetyl]-(3-methyl-butyl)-amino]-1H-pyrrole-2-carboxylic acid allyl ester). Isolated yield 100.0%. Reaction SMILES: [CH3:1][S:2]([NH:5][C:6]1[CH:21]=[CH:20][C:9]2[NH:10][C:11]([CH2:16][C:17]([OH:19])=O)=[CH:12][S:13](=[O:15])(=[O:14])[C:8]=2[CH:7]=1)(=[O:4])=[O:3].[CH2:22]([O:25][C:26]([C:28]1[N:29]([NH:33][CH2:34][CH2:35][CH:36]([CH3:38])[CH3:37])[CH:30]=[CH:31][CH:32]=1)=[O:27])[CH:23]=[CH2:24].Cl.CN(C)CCCN=C=NCC.CN1CCOCC1.Cl>CN(C)C=O>[CH2:22]([O:25][C:26]([C:28]1[N:29]([N:33]([C:17](=[O:19])[CH2:16][C:11]2[NH:10][C:9]3[CH:20]=[CH:21][C:6]([NH:5][S:2]([CH3:1])(=[O:3])=[O:4])=[CH:7][C:8]=3[S:13](=[O:14])(=[O:15])[CH:12]=2)[CH2:34][CH2:35][CH:36]([CH3:38])[CH3:37])[CH:30]=[CH:31][CH:32]=1)=[O:27])[CH:23]=[CH2:24] |f:2.3|. Reported procedure: (7-Methanesulfonylamino-1,1-dioxo-1,4-dihydro-1λ6-benzo[1,4]thiazin-3-yl)-acetic acid (Example 8i, 0.1 g, 0.3 mmol) was dissolved in anhydrous N,N-dimethylformamide (3 mL). 1-(3-Methyl-butylamino)-1H-pyrrole-2-carboxylic acid allyl ester (Example 1c, 0.07 g, 0.3 mmol) was added followed by 1-(3-dimethylaminopropyl)-3-ethylcarbodiimide hydrochloride (0.06 g, 0.315 mmol). Then N-methylmorpholine (0.07 mL, 0.63 mmol) was added into the above reaction mixture. The mixture was stirred at 25° C. for 4... Reactants: NC[C@@H]1[C@H](CN(C1)C)C1=C(C(=O)OC)C(=CC=C1)OC(F)(F)F (Methyl 2-((3S,4S)-4-(aminomethyl)-1-methylpyrrolidin-3-yl)-6-(trifluoromethoxy)benzoate), C[O-].[Na+] (sodium methoxide). Solvent: CO (methanol), CO (methanol). Reaction conditions: temperature 70 celsius. Yields the product CN1C[C@H]2C3=C(C(NC[C@@H]2C1)=O)C(=CC=C3)OC(F)(F)F (Trans-2-methyl-7-(trifluoromethoxy)-1,2,3,3a,4,5-hexahydrobenzo[c]pyrrolo[3,4-e]azepin-6(10bH)-one). Reaction SMILES: [NH2:1][CH2:2][C@H:3]1[CH2:7][N:6]([CH3:8])[CH2:5][C@@H:4]1[C:9]1[CH:18]=[CH:17][CH:16]=[C:15]([O:19][C:20]([F:23])([F:22])[F:21])[C:10]=1[C:11](OC)=[O:12].C[O-].[Na+]>CO>[CH3:8][N:6]1[CH2:7][C@@H:3]2[C@H:4]([C:9]3[CH:18]=[CH:17][CH:16]=[C:15]([O:19][C:20]([F:23])([F:22])[F:21])[C:10]=3[C:11](=[O:12])[NH:1][CH2:2]2)[CH2:5]1 |f:1.2|. Procedure: The product obtained from Example 110B (5.5 g) was dissolved in 25 mL of methanol and treated with 5 mL of 25 weight % sodium methoxide in methanol. The reaction was stirred and heated at 70° C. for 16 hours. The reaction was cooled and concentrated, and the residue was purified via flash chromatography on a silica gel column (95:5 dichloromethane:2 N ammonia in methanol) to afford the title compound. 1H NMR (300 MHz, DMSO-d6) δ ppm 2.04-2.20 (m, 1H) 2.41 (s, 3H) 2.62 (dd, J=10.85 Hz, 8.82 Hz, 1...